describe an organic reaction: reactants, conditions, products, and yield From a dataset of the Open Reaction Database (ORD), a public repository of structured organic reaction records. Starting materials: C=C(C)B(O)O, C1CCOC1, CC1C(c2cc(C(F)(F)F)cc(C(F)(F)F)c2)OC(=O)N1Cc1cc(C(F)(F)F)ccc1-c1ccc(F)c(Cl)c1, [K+], [K+], O=C([O-])[O-]. Yields the product C=C(C)c1cc(-c2ccc(C(F)(F)F)cc2CN2C(=O)OC(c3cc(C(F)(F)F)cc(C(F)(F)F)c3)C2C)ccc1F. RXN SMILES: [C:41](=[CH2:42])([CH3:43])[B:44]([OH:45])[OH:46].[CH2:53]1[O:54][CH2:55][CH2:56][CH2:57]1.[F:1][C:2]([c:3]1[cH:4][c:5]([CH:13]2[CH:14]([CH3:38])[N:15]([CH2:19][c:20]3[c:21](-[c:30]4[cH:31][c:32]([Cl:37])[c:33]([F:36])[cH:34][cH:35]4)[cH:22][cH:23][c:24]([C:26]([F:27])([F:28])[F:29])[cH:25]3)[C:16](=[O:18])[O:17]2)[cH:6][c:7]([C:9]([F:10])([F:11])[F:12])[cH:8]1)([F:39])[F:40].[K+:47].[K+:48].[O-:49][C:50]([O-:51])=[O:52]>>[F:1][C:2]([c:3]1[cH:4][c:5]([CH:13]2[CH:14]([CH3:38])[N:15]([CH2:19][c:20]3[c:21](-[c:30]4[cH:31][c:32]([C:41](=[CH2:42])[CH3:43])[c:33]([F:36])[cH:34][cH:35]4)[cH:22][cH:23][c:24]([C:26]([F:27])([F:28])[F:29])[cH:25]3)[C:16](=[O:18])[O:17]2)[cH:6][c:7]([C:9]([F:10])([F:11])[F:12])[cH:8]1)([F:39])[F:40]. Starting materials: ClC1=CC(=C(N)C=C1OC(C)C)F (4-chloro-2-fluoro-5-(1-methylethoxy)aniline), stannous chloride, N(=O)[O-].[Na+] (sodium nitrite). Solvent: Cl (hydrochloric acid), Cl (hydrochloric acid), O (water). Reaction conditions: temperature 0 celsius, time 30 minute. The product is ClC1=CC(=C(C=C1OC(C)C)NN)F (4-chloro-2-fluoro-5-(1-methylethoxy)phenylhydrazine). Yield: 93.2%. RXN SMILES: [Cl:1][C:2]1[C:8]([O:9][CH:10]([CH3:12])[CH3:11])=[CH:7][C:5]([NH2:6])=[C:4]([F:13])[CH:3]=1.[N:14]([O-])=O.[Na+]>O.Cl>[Cl:1][C:2]1[C:8]([O:9][CH:10]([CH3:11])[CH3:12])=[CH:7][C:5]([NH:6][NH2:14])=[C:4]([F:13])[CH:3]=1 |f:1.2|. Procedure details: A stirred solution of 11.0 g (0.054 mole) of 4-chloro-2-fluoro-5-(1-methylethoxy)aniline and 50 mL of concentrated hydrochloric acid was cooled to 0° C. and a solution of 3.7 g (0.054 mole) of sodium nitrite in 15 mL of water was added dropwise. The reaction mixture temperature was not allowed to rise above 6° C. during the addition. Upon completion of addition the reaction mixture stirred at 0° C. for 30 minutes and a solution of 26.8 g (0.12 mole) of stannous chloride in 30 mL of concentrated ... The reactants are [Br-], CC[Mg+], C1CCOC1, COc1cccc(C#N)n1, O. The product is COc1cccc(C2(N)CC2)n1. As a reaction SMILES: [Br-:11].[CH2:12]([CH3:13])[Mg+:14].[CH2:15]1[O:16][CH2:17][CH2:18][CH2:19]1.[CH3:1][O:2][c:3]1[cH:4][cH:5][cH:6][c:7]([C:9]#[N:10])[n:8]1.[OH2:20]>>[CH3:1][O:2][c:3]1[cH:4][cH:5][cH:6][c:7]([C:9]2([NH2:10])[CH2:12][CH2:13]2)[n:8]1. The reactants are FC1=CC2=C(SC3=C(C=CC=C3)C3(CCN(CC3)C)C2=O)C=C1 (2-fluoro-10,11-dihydro-1'-methyl-11-oxospiro[dibenz(b,f)thiepin-10,4'-piperidine]), base, N#CBr (cyanogen bromide), C([O-])([O-])=O.[K+].[K+] (potassium carbonate). The solvent is C(Cl)Cl (methylene chloride), C(Cl)Cl (methylene chloride). The product is C(#N)N1CCC2(CC1)C(C1=C(SC3=C2C=CC=C3)C=CC(=C1)F)=O (1'-cyano-2-fluoro-10,11-dihydro-11-oxospiro[dibenz(b,f)thiepin-10,4'-piperidine]). As a reaction SMILES: [F:1][C:2]1[CH:23]=[CH:22][C:5]2[S:6][C:7]3[CH:12]=[CH:11][CH:10]=[CH:9][C:8]=3[C:13]3([C:20](=[O:21])[C:4]=2[CH:3]=1)[CH2:18][CH2:17][N:16]([CH3:19])[CH2:15][CH2:14]3.[N:24]#CBr.C(=O)([O-])[O-].[K+].[K+]>C(Cl)Cl>[C:19]([N:16]1[CH2:17][CH2:18][C:13]2([C:8]3[CH:9]=[CH:10][CH:11]=[CH:12][C:7]=3[S:6][C:5]3[CH:22]=[CH:23][C:2]([F:1])=[CH:3][C:4]=3[C:20]2=[O:21])[CH2:14][CH2:15]1)#[N:24] |f:2.3.4|. Procedure details: A mixture of 3.0 g of 2-fluoro-10,11-dihydro-1'-methyl-11-oxospiro[dibenz(b,f)thiepin-10,4'-piperidine], free base of Example 26, in 10 ml of methylene chloride is added portionwise to a mixture of 1.3 g of cyanogen bromide and 6.4 g of potassium carbonate in 17 ml of methylene chloride. After total addition, the mixture is stirred at reflux for 2 hours and then permitted to cool to ambient temperature. Thereafter, the mixture is filtered and then evaporated to dryness and the residue is taken u... Reactants: N(CC(=O)N[C@@H](C)C(=O)N1[C@H](C(=O)OCC2=CC=CC=C2)CCC1)C(=O)OC(C)(C)C (Boc-Gly-Ala-Pro-OBzl), CCN=C=NCCCN(C)C (EDCI), C=1C=CC2=C(C1)N=NN2O (HOBt), Cl.O1CCOCC1 (HCl dioxane), N(CC(=O)O)C(=O)OC(C)(C)C (Boc-Gly-OH), N(CC(=O)N[C@@H](C)C(=O)N1[C@H](C(=O)OCC2=CC=CC=C2)CCC1)C(=O)OC(C)(C)C (Boc-Gly-Ala-Pro-OBzl). The product is N(CC(=O)NCC(=O)N[C@@H](C)C(=O)N1[C@H](C(=O)OCC2=CC=CC=C2)CCC1)C(=O)OC(C)(C)C (Boc-Gly-Gly-Ala-Pro-OBzl). Isolated yield 85.9%. RXN SMILES: [NH:1]([C:25]([O:27]C(C)(C)C)=O)[CH2:2][C:3]([NH:5][C@H:6]([C:8]([N:10]1[CH2:24][CH2:23][CH2:22][C@H:11]1[C:12]([O:14][CH2:15][C:16]1[CH:21]=[CH:20][CH:19]=[CH:18][CH:17]=1)=[O:13])=[O:9])[CH3:7])=[O:4].Cl.O1CCOCC1.[NH:39]([C:44]([O:46][C:47]([CH3:50])([CH3:49])[CH3:48])=[O:45])[CH2:40]C(O)=O.CCN=C=NCCCN(C)C.C1C=CC2N(O)N=NC=2C=1>>[NH:39]([C:44]([O:46][C:47]([CH3:50])([CH3:49])[CH3:48])=[O:45])[CH2:40][C:25]([NH:1][CH2:2][C:3]([NH:5][C@H:6]([C:8]([N:10]1[CH2:24][CH2:23][CH2:22][C@H:11]1[C:12]([O:14][CH2:15][C:16]1[CH:17]=[CH:18][CH:19]=[CH:20][CH:21]=1)=[O:13])=[O:9])[CH3:7])=[O:4])=[O:27] |f:1.2|. Procedure: Compound II (65.03 g, 0.15 mole) was deblocked with HCl/dioxane and coupled to Boc-Gly-OH (26.3 g, 0.15 mole) using EDCI with HOBt in the same manner as that described for II to give 63.2 g (yield 85.9%) of III R1f, 0.3; R2f, 0.46. Starting materials: BrC1=C(C=C(C(=C1)C)F)Cl (1-bromo-2-chloro-4-fluoro-5-methylbenzene), CN(C=O)C (N,N-dimethylformamide). Reagents/catalysts: C=1C=CC(=CC1)[P](C=2C=CC=CC2)(C=3C=CC=CC3)[Pd]([P](C=4C=CC=CC4)(C=5C=CC=CC5)C=6C=CC=CC6)([P](C=7C=CC=CC7)(C=8C=CC=CC8)C=9C=CC=CC9)[P](C=1C=CC=CC1)(C=1C=CC=CC1)C=1C=CC=CC1 (tetrakis(triphenylphosphine)palladium(0)), [C-]#N.[Zn+2].[C-]#N (zinc cyanide). Run at temperature 110 celsius, time 13 hour. The product is ClC1=C(C#N)C=C(C(=C1)F)C (2-chloro-4-fluoro-5-methylbenzonitrile). Reaction SMILES: Br[C:2]1[CH:7]=[C:6]([CH3:8])[C:5]([F:9])=[CH:4][C:3]=1[Cl:10].[CH3:11][N:12](C)C=O>C1C=CC([P]([Pd]([P](C2C=CC=CC=2)(C2C=CC=CC=2)C2C=CC=CC=2)([P](C2C=CC=CC=2)(C2C=CC=CC=2)C2C=CC=CC=2)[P](C2C=CC=CC=2)(C2C=CC=CC=2)C2C=CC=CC=2)(C2C=CC=CC=2)C2C=CC=CC=2)=CC=1.[C-]#N.[Zn+2].[C-]#N>[Cl:10][C:3]1[CH:4]=[C:5]([F:9])[C:6]([CH3:8])=[CH:7][C:2]=1[C:11]#[N:12] |f:3.4.5,^1:19,21,40,59|. Procedure: Under an argon atmosphere, to a solution (20 mL) of 1-bromo-2-chloro-4-fluoro-5-methylbenzene (4.47 g) in N,N-dimethylformamide were added tetrakis(triphenylphosphine)palladium(0) (0.78 g) and zinc cyanide (1.23 g). The mixture was stirred at 110° C. for 13 hr and partitioned between ethyl acetate-water. The organic layer was washed with saturated brine, dried over anhydrous magnesium sulfate, and concentrated. The residue was purified by silica gel column chromatography (developing solvent: hex... The reactants are CN(C(N(C)C)=N)C (tetramethyl guanidine), C(=O)O (formic acid), O(C1=CC=CC=C1)CC(=O)NC1C(N(C1)C(C(=O)OC(C1=CC=CC=C1)C1=CC=CC=C1)=C(CBr)C)=O (benzhydryl 2-(3-phenoxyacetamido-2-oxoazetidin-1-yl)-3-methyl-4-bromo-2-butenoate). Solvent: C(Cl)Cl (Methylene chloride), C(Cl)Cl (methylene chloride). Conditions: time 2 hour. Product: O(C1=CC=CC=C1)CC(=O)NC1C(N(C1)C(C(=O)OC(C1=CC=CC=C1)C1=CC=CC=C1)=C(COC=O)C)=O (Benzhydryl 2-(3-phenoxyacetamido-2-oxoazetidin-1-yl)-3-methyl-4-formyloxy-2-butenoate). RXN SMILES: CN(C)C(=N)N(C)C.[CH:9]([OH:11])=[O:10].[O:12]([CH2:19][C:20]([NH:22][CH:23]1[CH2:26][N:25]([C:27](=[C:44]([CH3:47])[CH2:45]Br)[C:28]([O:30][CH:31]([C:38]2[CH:43]=[CH:42][CH:41]=[CH:40][CH:39]=2)[C:32]2[CH:37]=[CH:36][CH:35]=[CH:34][CH:33]=2)=[O:29])[C:24]1=[O:48])=[O:21])[C:13]1[CH:18]=[CH:17][CH:16]=[CH:15][CH:14]=1>C(Cl)Cl>[O:12]([CH2:19][C:20]([NH:22][CH:23]1[CH2:26][N:25]([C:27](=[C:44]([CH3:47])[CH2:45][O:11][CH:9]=[O:10])[C:28]([O:30][CH:31]([C:38]2[CH:43]=[CH:42][CH:41]=[CH:40][CH:39]=2)[C:32]2[CH:37]=[CH:36][CH:35]=[CH:34][CH:33]=2)=[O:29])[C:24]1=[O:48])=[O:21])[C:13]1[CH:18]=[CH:17][CH:16]=[CH:15][CH:14]=1. Reported procedure: To a solution of 0.65 ml (5 mmol) of tetramethyl guanidine and 0.15 ml (5 mmol) of formic acid in 20 ml of methylene chloride at 0° was added 563 mg (1 mmol) of benzhydryl 2-(3-phenoxyacetamido-2-oxoazetidin-1-yl)-3-methyl-4-bromo-2-butenoate. The reaction mixture was stirred for 15 minutes at 0° and 2 hours at room temperature. Methylene chloride (100 ml) was added. The resulting solution was washed with brine (3X), dried, and evaporated in vacuo to dryness to provide the title product: nmr (CD... Reactants: C(C)(=O)N1CCN(CC1)CCCOC1=C(C=C2C(=NC=NC2=C1)Cl)OC (7-[3-(4-acetylpiperazin-1-yl)propoxy]-4-chloro-6-methoxyquinazoline), FC1=C2C=C(NC2=CC=C1O)C (4-fluoro-5-hydroxy-2-methylindole), C([O-])([O-])=O.[Cs+].[Cs+] (cesium carbonate). Solvent: CC(=O)C (acetone). Reaction conditions: time 8 hour. Product: C(C)(=O)N1CCN(CC1)CCCOC1=C(C=C2C(=NC=NC2=C1)OC=1C(=C2C=C(NC2=CC1)C)F)OC (7-[3-(4-acetylpiperazin-1-yl)propoxy]-4-[(4-fluoro-2-methyl-1H-indol-5-yl)oxy]-6-methoxyquinazoline). Yield: 76.9%. As a reaction SMILES: [C:1]([N:4]1[CH2:9][CH2:8][N:7]([CH2:10][CH2:11][CH2:12][O:13][C:14]2[CH:23]=[C:22]3[C:17]([C:18](Cl)=[N:19][CH:20]=[N:21]3)=[CH:16][C:15]=2[O:25][CH3:26])[CH2:6][CH2:5]1)(=[O:3])[CH3:2].[F:27][C:28]1[C:36]([OH:37])=[CH:35][CH:34]=[C:33]2[C:29]=1[CH:30]=[C:31]([CH3:38])[NH:32]2.C(=O)([O-])[O-].[Cs+].[Cs+]>CC(C)=O>[C:1]([N:4]1[CH2:9][CH2:8][N:7]([CH2:10][CH2:11][CH2:12][O:13][C:14]2[CH:23]=[C:22]3[C:17]([C:18]([O:37][C:36]4[C:28]([F:27])=[C:29]5[C:33](=[CH:34][CH:35]=4)[NH:32][C:31]([CH3:38])=[CH:30]5)=[N:19][CH:20]=[N:21]3)=[CH:16][C:15]=2[O:25][CH3:26])[CH2:6][CH2:5]1)(=[O:3])[CH3:2] |f:2.3.4|. Reported procedure: A mixture of 7-[3-(4-acetylpiperazin-1-yl)propoxy]-4-chloro-6-methoxyquinazoline (20.0 g, 52.3 mmol), 4-fluoro-5-hydroxy-2-methylindole (10.5 g, 63.3 mmol), (prepared as described for the starting material in Example 1), and cesium carbonate (34.4 g, 106 mmol) in acetone (500 ml) was heated at reflux for 4 hours. The mixture was cooled and allowed to stand overnight. The mixture was filtered and the solid suspended in water and re-filtered and dried under vacuum. The solid was purified by column... Starting materials: O=S(=O)(Cl)c1ccc(Br)cc1, Nc1ccc2oc(-c3ccc4c(c3)OCO4)c(O)c(=O)c2c1, c1ccncc1. The product is O=c1c(O)c(-c2ccc3c(c2)OCO3)oc2ccc(NS(=O)(=O)c3ccc(Br)cc3)cc12. RXN SMILES: [Br:23][c:24]1[cH:25][cH:26][c:27]([S:30](=[O:31])(=[O:32])[Cl:33])[cH:28][cH:29]1.[NH2:1][c:2]1[cH:3][c:4]2[c:5](=[O:22])[c:6]([OH:21])[c:7](-[c:12]3[cH:13][c:14]4[c:15]([cH:19][cH:20]3)[O:16][CH2:17][O:18]4)[o:8][c:9]2[cH:10][cH:11]1.[cH:34]1[cH:35][cH:36][n:37][cH:38][cH:39]1>>[NH:1]([c:2]1[cH:3][c:4]2[c:5](=[O:22])[c:6]([OH:21])[c:7](-[c:12]3[cH:13][c:14]4[c:15]([cH:19][cH:20]3)[O:16][CH2:17][O:18]4)[o:8][c:9]2[cH:10][cH:11]1)[S:30]([c:27]1[cH:26][cH:25][c:24]([Br:23])[cH:29][cH:28]1)(=[O:31])=[O:32].